This data is from the Open Reaction Database (ORD), a public repository of structured organic reaction records. The task is: describe an organic reaction: reactants, conditions, products, and yield The reactants are N1=CC=CC=C1 (pyridine), CC1(OC2=C(C1)C=CC=C2O)C (2,3-dihydro-2,2-dimethyl-7-benzofuranol), C(=O)(Cl)Cl (phosgene). Solvent: C1=CC=CC=C1 (benzene). Reaction conditions: temperature 25 celsius, time 2 hour. Product: ClC(=O)OC1=CC=CC=2CC(OC21)(C)C (2,3-dihydro-2,2-dimethyl-7-benzofuranyl Chloroformate). RXN SMILES: N1C=CC=CC=1.[CH3:7][C:8]1([CH3:18])[CH2:12][C:11]2[CH:13]=[CH:14][CH:15]=[C:16]([OH:17])[C:10]=2[O:9]1.[C:19](Cl)([Cl:21])=[O:20]>C1C=CC=CC=1>[Cl:21][C:19]([O:17][C:16]1[C:10]2[O:9][C:8]([CH3:18])([CH3:7])[CH2:12][C:11]=2[CH:13]=[CH:14][CH:15]=1)=[O:20]. Procedure details: A 7.9 g. (0.1 mol) sample of pyridine was added dropwise to a solution of 16.4 g. (0.1 mol) 2,3-dihydro-2,2-dimethyl-7-benzofuranol and 9.9 g. (0.1 mol) phosgene in 100 ml. benzene at about 25° C. The reaction mixture was stirred at 25° C for 2 hours, filtered and evaporated under reduced pressure. The solid residue was washed with hexane and dried to give the product, m.p. 85°-87.5° C. Elemental analysis for C11H11O3Cl showed: Starting materials: N1C=C(C=C1)/C=C/C(=O)O ((E)-3-(1H-pyrrol-3-yl)-acrylic acid), N1=C(C=CC=C1)C1=CC=C(S1)S(=O)(=O)Cl (5-pyridin-2-yl-thiophene-2-sulfonylchloride), C(C)(C)(C)OC(\C=C\C1=CNC=C1)=O ((E)-3-(1H-pyrrol-3-yl)acrylic acid tert-butyl ester), C(C)(C)(C)OC(\C=C\C1=CNC=C1)=O ((E)-3-(1H-pyrrol-3-yl)acrylic acid tert-butyl ester). Product: C(C)(C)(C)OC(\C=C\C1=CN(C=C1)S(=O)(=O)C=1SC(=CC1)C1=NC=CC=C1)=O ((E)-3-[1-(5-Pyridin-2-yl-thiophene-2-sulfonyl)-1H-pyrrol-3-yl]-acrylic acid tert-butyl ester). As a reaction SMILES: N1C=CC(/C=C/C(O)=O)=C1.[C:11]([O:15][C:16](=[O:24])/[CH:17]=[CH:18]/[C:19]1[CH:23]=[CH:22][NH:21][CH:20]=1)([CH3:14])([CH3:13])[CH3:12].[N:25]1[CH:30]=[CH:29][CH:28]=[CH:27][C:26]=1[C:31]1[S:35][C:34]([S:36](Cl)(=[O:38])=[O:37])=[CH:33][CH:32]=1>>[C:11]([O:15][C:16](=[O:24])/[CH:17]=[CH:18]/[C:19]1[CH:23]=[CH:22][N:21]([S:36]([C:34]2[S:35][C:31]([C:26]3[CH:27]=[CH:28][CH:29]=[CH:30][N:25]=3)=[CH:32][CH:33]=2)(=[O:37])=[O:38])[CH:20]=1)([CH3:14])([CH3:12])[CH3:13]. Reported procedure: Starting from (E)-3-(1H-pyrrol-3-yl)-acrylic acid tent-butyl ester (compound D1) and art-known 5-pyridin-2-yl-thiophene-2-sulfonylchloride the title compound can be obtained analogously or similarly as described for compound C1. Starting materials: ClC1=C(C=C(C(=C1)Cl)OC)NC1=C2C(=NC=C1C#N)C=C(S2)I (7-[(2,4-dichloro-5-methoxyphenyl)amino]-2-iodothieno[3,2-b]pyridine-6-carbonitrile), C(#C)C1=CC=C(C=C1)OC (1-ethynyl-4-methoxybenzene), CO (methanol). Reagents/catalysts: C=1C=CC(=CC1)[P](C=2C=CC=CC2)(C=3C=CC=CC3)[Pd]([P](C=4C=CC=CC4)(C=5C=CC=CC5)C=6C=CC=CC6)([P](C=7C=CC=CC7)(C=8C=CC=CC8)C=9C=CC=CC9)[P](C=1C=CC=CC1)(C=1C=CC=CC1)C=1C=CC=CC1 (tetrakis(triphenylphosphine)palladium(0)), [Cu]I (copper(I) iodide). Solvent: C(C)N(CC)CC (triethylamine), C1=CC=CC=C1 (benzene), C1=CC=CC=C1 (benzene), C(C)N(CC)CC (triethylamine). The product is ClC1=C(C=C(C(=C1)Cl)OC)NC1=C2C(=NC=C1C#N)C=C(S2)C#CC2=CC=C(C=C2)OC (7-[(2,4-dichloro-5-methoxyphenyl)amino]-2-[(4-methoxyphenyl)ethynyl]thieno[3,2-b]pyridine-6-carbonitrile). The yield is 68.4%. As a reaction SMILES: [Cl:1][C:2]1[CH:7]=[C:6]([Cl:8])[C:5]([O:9][CH3:10])=[CH:4][C:3]=1[NH:11][C:12]1[C:17]([C:18]#[N:19])=[CH:16][N:15]=[C:14]2[CH:20]=[C:21](I)[S:22][C:13]=12.[C:24]([C:26]1[CH:31]=[CH:30][C:29]([O:32][CH3:33])=[CH:28][CH:27]=1)#[CH:25].CO>C(N(CC)CC)C.C1C=CC=CC=1.C1C=CC([P]([Pd]([P](C2C=CC=CC=2)(C2C=CC=CC=2)C2C=CC=CC=2)([P](C2C=CC=CC=2)(C2C=CC=CC=2)C2C=CC=CC=2)[P](C2C=CC=CC=2)(C2C=CC=CC=2)C2C=CC=CC=2)(C2C=CC=CC=2)C2C=CC=CC=2)=CC=1.[Cu]I>[Cl:1][C:2]1[CH:7]=[C:6]([Cl:8])[C:5]([O:9][CH3:10])=[CH:4][C:3]=1[NH:11][C:12]1[C:17]([C:18]#[N:19])=[CH:16][N:15]=[C:14]2[CH:20]=[C:21]([C:25]#[C:24][C:26]3[CH:31]=[CH:30][C:29]([O:32][CH3:33])=[CH:28][CH:27]=3)[S:22][C:13]=12 |^1:52,54,73,92|. Procedure details: A mixture of 7-[(2,4-dichloro-5-methoxyphenyl)amino]-2-iodothieno[3,2-b]pyridine-6-carbonitrile (134 mg, 0.28 mmol), 1-ethynyl-4-methoxybenzene (50 μL, 0.39 mmol), 3 mg of tetrakis(triphenylphosphine)palladium(0) and 5 mg of copper(I) iodide in 2 mL of triethylamine and 7 mL of benzene is heated at reflux for 24 hours. An additional 1 mL of triethylamine and 4 mL of benzene are added and the reaction is heated at reflux for 6 hours. The mixture is cooled to room temperature and 2 mL of methanol ... The reactants are C1(CCCC1)N1N=C(C(=C1NC(=O)CC1=CC=NC=C1)C#N)CC (1-cyclopentyl-3-ethyl-4-cyano-5-[(4-pyridinylmethyl)carbonylamino]-1H-pyrazole), O([Na])C (NaOCH3), OO (H2O2), OO (H2O2). Run in C(C)O (ethanol). Run at time 20 minute. Yields the product C1(CCCC1)N1NC(=C2C1=NC(=NC2=O)CC2=CC=NC=C2)CC (1-cyclopentyl-3-ethyl-6-(4-pyridinylmethyl)pyrazolo[3,4-d]pyrimidin-4-one). The yield is 15.1%. As a reaction SMILES: [CH:1]1([N:6]2[C:10]([NH:11][C:12]([CH2:14][C:15]3[CH:20]=[CH:19][N:18]=[CH:17][CH:16]=3)=O)=[C:9]([C:21]#[N:22])[C:8]([CH2:23][CH3:24])=[N:7]2)[CH2:5][CH2:4][CH2:3][CH2:2]1.[O:25](C)[Na].OO>C(O)C>[CH:1]1([N:6]2[C:10]3=[N:11][C:12]([CH2:14][C:15]4[CH:20]=[CH:19][N:18]=[CH:17][CH:16]=4)=[N:22][C:21](=[O:25])[C:9]3=[C:8]([CH2:23][CH3:24])[NH:7]2)[CH2:5][CH2:4][CH2:3][CH2:2]1. Procedure: A mixture of 1-cyclopentyl-3-ethyl-4-cyano-5-[(4-pyridinylmethyl)carbonylamino]-1H-pyrazole (2.8 g, 8.6 mmol), ethanol (50 ml), NaOCH3 (1.0 g, 18 mmol) and 30% H2O2 (4.5 ml) was stirred at room temperature for 20 minutes, then was heated at reflux for 3.5 hours. Additional 30% H2O2 (3 ml) was added and the reaction mixture was heated at reflux for 2 more hours. The reaction mixture was concentrated in vacuo, the residue was partitioned between CHCl3 (100 ml) and 10% aqueous NaHCO (50 ml), and th... The reactants are C1(=CC=CC=C1)N1C=NC2=C(C1=O)SC=C2C2=CC=CC=C2 (3,7-Diphenylthieno[3,2-d]pyrimidin-4(3H)-one), NC1=C(SC=C1C1=C(C=CC=C1)I)C(=O)OC (methyl 3-amino-4-(2-iodophenyl)thiophene-2-carboxylate), C(OCC)(OCC)OCC (triethyl orthoformate), COC1=CC=C(C=C1)N (p-anisidine). Solvent: C(C)(=O)O (acetic acid). Product: IC1=C(C=CC=C1)C1=CSC2=C1N=CN(C2=O)C2=CC=C(C=C2)OC (7-(2-Iodophenyl)-3-(4-methoxyphenyl)thieno[3,2-d]pyrimidin-4(3H)-one). Isolated yield 51.0%. RXN SMILES: [C:1]1([N:7]2[C:12](=[O:13])[C:11]3[S:14][CH:15]=[C:16]([C:17]4[CH:22]=[CH:21][CH:20]=[CH:19][CH:18]=4)[C:10]=3[N:9]=[CH:8]2)[CH:6]=[CH:5][CH:4]=[CH:3][CH:2]=1.NC1C(C2C=CC=CC=2[I:35])=CSC=1C(OC)=O.C([O:47][CH2:48]C)(OCC)OCC.COC1C=CC(N)=CC=1>C(O)(=O)C>[I:35][C:22]1[CH:21]=[CH:20][CH:19]=[CH:18][C:17]=1[C:16]1[C:10]2[N:9]=[CH:8][N:7]([C:1]3[CH:6]=[CH:5][C:4]([O:47][CH3:48])=[CH:3][CH:2]=3)[C:12](=[O:13])[C:11]=2[S:14][CH:15]=1. Reported procedure: In the same manner as the synthesis of Compound 1, methyl 3-amino-4-(2-iodophenyl)thiophene-2-carboxylate (700 mg, 1.95 mmol), triethyl orthoformate (3 ml), p-anisidine (231 mg, 2.12 mmol), and acetic acid (0.3 ml) were used to give 460 mg (1.00 mmol, 51% yield) of the title compound.